This data is from the Open Reaction Database (ORD), a public repository of structured organic reaction records. The task is: describe an organic reaction: reactants, conditions, products, and yield Starting materials: OC(COCN1C=2N=C(NC(C2N=C1)=O)N)CO.O (hydrate 9-(2,3-dihydroxy-1-propoxymethyl)guanine), C(C)(=O)OC(C)=O (acetic anhydride), N1=CC=CC=C1 (pyridine). Run in CN(C=O)C (dimethylformamide). Reaction conditions: time 20 day. Product: C(C)(=O)OC(COCN1C=2N=C(NC(C2N=C1)=O)N)COC(C)=O (9-(2,3-Diacetoxy-1-propoxymethyl)guanine). As a reaction SMILES: [OH:1][CH:2]([CH2:17][OH:18])[CH2:3][O:4][CH2:5][N:6]1[CH:14]=[N:13][C:12]2[C:11](=[O:15])[NH:10][C:9]([NH2:16])=[N:8][C:7]1=2.[OH2:19].[C:20](OC(=O)C)(=[O:22])[CH3:21].N1[CH:32]=[CH:31]C=CC=1>CN(C)C=O>[C:20]([O:1][CH:2]([CH2:17][O:18][C:31](=[O:19])[CH3:32])[CH2:3][O:4][CH2:5][N:6]1[CH:14]=[N:13][C:12]2[C:11](=[O:15])[NH:10][C:9]([NH2:16])=[N:8][C:7]1=2)(=[O:22])[CH3:21] |f:0.1|. Reported procedure: A mixture of 5.34 g (20 mmole) of hydrate 9-(2,3-dihydroxy-1-propoxymethyl)guanine, 40 ml of acetic anhydride (increased to 100 ml after several days), 40 ml of pyridine (increased to 80 ml after a few days) and 160 ml of dimethylformamide was stirred at room temperature under a drying tube for a total of 20 days and then concentrated in vacuo. The residue was triturated with 30 ml of methylene chloride and diluted with 100 ml of ether. The solid was collected on a filter, washed with ether, and... Reactants: C(C)OC(=O)N1C[C@@H]([C@H](CC1)C=1C=C(C=CC1)C1=CC=CC=C1)OCC1=C(C=C(C=C1)C)OCCCOC ((3R,4R)-4-biphenyl-3-yl-3-[2-(3-methoxy-propoxy)-4-methyl-benzyloxy]-piperidine-1-carboxylic acid ethyl ester), aqueous solution, [OH-].[Na+] (sodium hydroxide). Solvent: C(C)O (ethanol). Reaction conditions: temperature 170 celsius, time 5.5 minute. Product: C1(=CC(=CC=C1)[C@@H]1[C@H](CNCC1)OCC1=C(C=C(C=C1)C)OCCCOC)C1=CC=CC=C1 ((3R,4R)-4-Biphenyl-3-yl-3-[2-(3-methoxy-propoxy)-4-methyl-benzyloxy]-piperidine). RXN SMILES: C(OC([N:6]1[CH2:11][CH2:10][C@H:9]([C:12]2[CH:13]=[C:14]([C:18]3[CH:23]=[CH:22][CH:21]=[CH:20][CH:19]=3)[CH:15]=[CH:16][CH:17]=2)[C@@H:8]([O:24][CH2:25][C:26]2[CH:31]=[CH:30][C:29]([CH3:32])=[CH:28][C:27]=2[O:33][CH2:34][CH2:35][CH2:36][O:37][CH3:38])[CH2:7]1)=O)C.[OH-].[Na+]>C(O)C>[C:14]1([C:18]2[CH:19]=[CH:20][CH:21]=[CH:22][CH:23]=2)[CH:15]=[CH:16][CH:17]=[C:12]([C@H:9]2[CH2:10][CH2:11][NH:6][CH2:7][C@@H:8]2[O:24][CH2:25][C:26]2[CH:31]=[CH:30][C:29]([CH3:32])=[CH:28][C:27]=2[O:33][CH2:34][CH2:35][CH2:36][O:37][CH3:38])[CH:13]=1 |f:1.2|. Reported procedure: To a solution of the title D compound, (3R,4R)-4-biphenyl-3-yl-3-[2-(3-methoxy-propoxy)-4-methyl-benzyloxy]-piperidine-1-carboxylic acid ethyl ester (50 mg, 0.95 mmol) in 2 mL of absolute ethanol is added 2 mL of a 10% aqueous solution of sodium hydroxide. The resulting mixture is heated at 170° C. for 45 min in a microwave. The solvent is removed under reduced pressure and the resulting aqueous suspension is extracted twice with methylene chloride. The combined organic layers are dried over anh... The reactants are FC1=C(C=CC(=C1)F)C1(OCC(O1)COC1=CC=C(C=C1)N1CCN(CC1)C1=CC=C(C=C1)N1C=NN(C1=O)C(C(C)NC(C#N)C1=CC=CC=C1)C)CN1N=CN=C1 (α-[[2-[4-[4-[4-[4-[[2-(2,4-difluorophenyl)-2-(1H-1,2,4-triazol-1-ylmethyl)-1,3-dioxolan-4-yl]methoxy]phenyl]-1-piperazinyl]phenyl]-4,5-dihydro-5-oxo-1H-1,2,4-triazol-1-yl]-1-methylpropyl]amino]benzeneacetonitrile), [H][H] (hydrogen). Solvent: CO.N (CH3OH NH3). Product: NCC(C1=CC=CC=C1)NC(C(C)N1N=CN(C1=O)C1=CC=C(C=C1)N1CCN(CC1)C1=CC=C(C=C1)OCC1OC(OC1)(CN1N=CN=C1)C1=C(C=C(C=C1)F)F)C (2-[2[(2-amino-1-phenylethyl)amino]-1-methylpropyl]-4-[4-[4-[4-[[2-(2,4-difluorophenyl)-2-(1H-1,2,4-triazol-1-ylmethyl)-1,3-dioxolan-4-yl]methoxy]phenyl]-1-piperazinyl]-phenyl]-2,4-dihydro-3H-1,2,4-triazol-3-one). Isolated yield 15.4%. As a reaction SMILES: [F:1][C:2]1[CH:7]=[C:6]([F:8])[CH:5]=[CH:4][C:3]=1[C:9]1([CH2:54][N:55]2[CH:59]=[N:58][CH:57]=[N:56]2)[O:13][CH:12]([CH2:14][O:15][C:16]2[CH:21]=[CH:20][C:19]([N:22]3[CH2:27][CH2:26][N:25]([C:28]4[CH:33]=[CH:32][C:31]([N:34]5[C:38](=[O:39])[N:37]([CH:40]([CH3:53])[CH:41]([NH:43][CH:44]([C:47]6[CH:52]=[CH:51][CH:50]=[CH:49][CH:48]=6)[C:45]#[N:46])[CH3:42])[N:36]=[CH:35]5)=[CH:30][CH:29]=4)[CH2:24][CH2:23]3)=[CH:18][CH:17]=2)[CH2:11][O:10]1.[H][H]>CO.N.[Ni]>[NH2:46][CH2:45][CH:44]([NH:43][CH:41]([CH3:42])[CH:40]([N:37]1[C:38](=[O:39])[N:34]([C:31]2[CH:32]=[CH:33][C:28]([N:25]3[CH2:24][CH2:23][N:22]([C:19]4[CH:18]=[CH:17][C:16]([O:15][CH2:14][CH:12]5[CH2:11][O:10][C:9]([C:3]6[CH:4]=[CH:5][C:6]([F:8])=[CH:7][C:2]=6[F:1])([CH2:54][N:55]6[CH:59]=[N:58][CH:57]=[N:56]6)[O:13]5)=[CH:21][CH:20]=4)[CH2:27][CH2:26]3)=[CH:29][CH:30]=2)[CH:35]=[N:36]1)[CH3:53])[C:47]1[CH:52]=[CH:51][CH:50]=[CH:49][CH:48]=1 |f:2.3|. Procedure details: A mixture of compound 122 (0.003 mol) in CH3OH NH3 (200 ml) was hydrogenated overnight with Raney Nickel (1 g) as a catalyst. After uptake of hydrogen (2 equivalents), the catalyst was filtered off and the filtrate was evaporated. The residue was triturated in DIPE and 2-propanol, filtered off and dried. The residue was purified by HPLC (eluent: (ammonium acetate 0.5% in H2O/CH3CN 90/10)/CH3CN 90/10 to 0/100; column: HYPERPREP C18 BDS 8 μm). Two pure fractions were collected and their solvents w... Reagents/catalysts: [Ni] (Raney Nickel). The reactants are N-ethyl-N′,N′-diisopropyl carbodiimide hydrochloride, N1(N=NC2=C1C=CC=C2)C(=O)[O-].[NH4+] (ammonium 1H-1,2,3-benzotriazol-1-ate), OCCN1N=C(C=2CCC=3C=NC(=NC3C21)NC2=C(C=CC(=C2)N2CCN(CC2)C)OC(F)(F)F)C(=O)[O-].[K+] (potassium 1-(2-hydroxy-ethyl)-8-[5-(4-methyl-piperazin-1-yl)-2-trifluoromethoxy-phenylamino]-4,5-dihydro-1H-pyrazolo[4,3-h]quinazoline-3-carboxylate). Solvent: O (water), CC(=O)N(C)C (DMA). Reaction conditions: time 8 hour. Yields the product OCCN1N=C(C=2CCC=3C=NC(=NC3C21)NC2=C(C=CC(=C2)N2CCN(CC2)C)OC(F)(F)F)C(=O)N (1-(2-Hydroxy-ethyl)-8-[5-(4-methyl-piperazin-1-yl)-2-trifluoromethoxy-phenylamino]-4,5-dihydro-1H-pyrazolo[4,3-h]quinazoline-3-carboxamide). Yield: 92.1%. Reaction SMILES: [OH:1][CH2:2][CH2:3][N:4]1[C:16]2[C:15]3[N:14]=[C:13]([NH:17][C:18]4[CH:23]=[C:22]([N:24]5[CH2:29][CH2:28][N:27]([CH3:30])[CH2:26][CH2:25]5)[CH:21]=[CH:20][C:19]=4[O:31][C:32]([F:35])([F:34])[F:33])[N:12]=[CH:11][C:10]=3[CH2:9][CH2:8][C:7]=2[C:6]([C:36]([O-:38])=O)=[N:5]1.[K+].[N:40]1(C([O-])=O)C2C=CC=CC=2N=N1.[NH4+]>CC(N(C)C)=O.O>[OH:1][CH2:2][CH2:3][N:4]1[C:16]2[C:15]3[N:14]=[C:13]([NH:17][C:18]4[CH:23]=[C:22]([N:24]5[CH2:25][CH2:26][N:27]([CH3:30])[CH2:28][CH2:29]5)[CH:21]=[CH:20][C:19]=4[O:31][C:32]([F:33])([F:35])[F:34])[N:12]=[CH:11][C:10]=3[CH2:9][CH2:8][C:7]=2[C:6]([C:36]([NH2:40])=[O:38])=[N:5]1 |f:0.1,2.3|. Procedure: A suspension of potassium 1-(2-hydroxy-ethyl)-8-[5-(4-methyl-piperazin-1-yl)-2-trifluoromethoxy-phenylamino]-4,5-dihydro-1H-pyrazolo[4,3-h]quinazoline-3-carboxylate (1.54 g, 2.69 mmol) in anhydrous DMA (40 mL) was treated with N-ethyl-N′,N′-diisopropyl carbodiimide hydrochloride (EDCI) (1.03 g, 5.38 mmol) and with ammonium 1H-1,2,3-benzotriazol-1-ate (0.819 g, 5.38 mmol). The reaction was stirred at room temperature overnight. The reaction was diluted with water and the resulting precipitate was... The reactants are CS (methylmercaptan), ClC1=NC(=C(C(=N1)NC(C)CC)[N+](=O)[O-])C (2-chloro-4-sec. butylamino-5-nitro-6-methylpyrimidine), [H-].[Na+] (sodium hydride). Run in C(C)N(CC)CC (triethylamine), alcohol. Yields the product CSC1=NC(=C(C(=N1)NC(C)CC)[N+](=O)[O-])C (2-methylthio-4-sec.butylamino-5-nitro-6-methylpyrimidine). The yield is 91.3%. Reaction SMILES: Cl[C:2]1[N:7]=[C:6]([NH:8][CH:9]([CH2:11][CH3:12])[CH3:10])[C:5]([N+:13]([O-:15])=[O:14])=[C:4]([CH3:16])[N:3]=1.[CH3:17][SH:18].[H-].[Na+]>C(N(CC)CC)C>[CH3:17][S:18][C:2]1[N:7]=[C:6]([NH:8][CH:9]([CH2:11][CH3:12])[CH3:10])[C:5]([N+:13]([O-:15])=[O:14])=[C:4]([CH3:16])[N:3]=1 |f:2.3|. Procedure: 12.2 g of 2-chloro-4-sec. butylamino-5-nitro-6-methylpyrimidine (0.05 mole) are dissolved in 200 ml of alcohol and 10 ml of triethylamine are added to this solution. The reaction mixture is heated to reflux temperature and then 4.5 g of methylmercaptan (0.094 mole) are passed in. Subsequently 1.2 g of sodium hydride (0.05 mole) are added at 70° C and the mixture is refluxed for 1 hour. After the reaction mixture has cooled, the sodium chloride precipitate is filtered off with suction and the fil... Starting materials: C(C)(=O)OCC (ethyl acetate), (S)-1-Piperidine-carboxylic acid methyl ester hydrochloride, CCN(C(C)C)C(C)C (DIPEA), C1(=NC=CC2=CC=CC=C12)C(=O)O (1-isoquinolinecarboxylic acid), CN(C)C(=[N+](C)C)ON1C2=C(C=CC=C2)N=N1.[B-](F)(F)(F)F (TBTU). The solvent is CN(C)C=O (DMF). Conditions: time 30 minute. Yields the product COC(=O)[C@H]1N(CCCC1)C(=O)C1=NC=CC2=CC=CC=C12 ((S)-1-(Isoquinoline-1-carbonyl)-2-piperidinecarboxylic acid methyl ester). Isolated yield 63.0%. As a reaction SMILES: CCN(C(C)C)C(C)C.[C:10]1([C:20]([OH:22])=O)[C:19]2[C:14](=[CH:15][CH:16]=[CH:17][CH:18]=2)[CH:13]=[CH:12][N:11]=1.CN(C(O[N:31]1N=N[C:33]2[CH:34]=[CH:35]C=C[C:32]1=2)=[N+](C)C)C.[B-](F)(F)(F)F.[C:45]([O:48][CH2:49]C)(=[O:47])[CH3:46]>CN(C=O)C>[CH3:49][O:48][C:45]([C@@H:46]1[CH2:35][CH2:34][CH2:33][CH2:32][N:31]1[C:20]([C:10]1[C:19]2[C:14](=[CH:15][CH:16]=[CH:17][CH:18]=2)[CH:13]=[CH:12][N:11]=1)=[O:22])=[O:47] |f:2.3|. Procedure: A stirred solution of (S)-1-Piperidine-carboxylic acid methyl ester hydrochloride (1.00 g, 5.57 mmol), in DMF (20 ml) at room temperature was treated with DIPEA (2.12 ml, 12.25 mmol). The resulting mixture was allowed to stir for 30 min before being treated with 1-isoquinolinecarboxylic acid (964 mg, 5.57 mmol) and TBTU (1.79 g, 5.57 mmol). The mixture stirred at room temperature for 4 hr, diluted with ethyl acetate, washed with saturated aq. NaHCO3, saturated aq. NaCl, dried (Na2SO4), filtered ...